From a dataset of the Open Reaction Database (ORD), a public repository of structured organic reaction records. describe an organic reaction: reactants, conditions, products, and yield Reactants: C=CC(=O)OC(C)(C)C, O=C([O-])[O-], CC(=O)[O-], CC(=O)[O-], CC(C)(C)c1nc(I)c[nH]1, [K+], [K+], CN(C)C=O, [Pd+2], c1ccc(P(c2ccccc2)c2ccccc2)cc1. Product: CC(C)(C)OC(=O)C=Cc1c[nH]c(C(C)(C)C)n1. Reaction SMILES: [C:11]([CH:12]=[CH2:13])(=[O:14])[O:15][C:16]([CH3:17])([CH3:18])[CH3:19].[C:39](=[O:40])([O-:41])[O-:42].[C:45]([O-:46])(=[O:47])[CH3:48].[C:50]([O-:51])(=[O:52])[CH3:53].[I:1][c:2]1[n:3][c:4]([C:7]([CH3:8])([CH3:9])[CH3:10])[nH:5][cH:6]1.[K+:43].[K+:44].[O:54]=[CH:55][N:56]([CH3:57])[CH3:58].[Pd+2:49].[c:20]1([P:21]([c:22]2[cH:23][cH:24][cH:25][cH:26][cH:27]2)[c:28]2[cH:29][cH:30][cH:31][cH:32][cH:33]2)[cH:34][cH:35][cH:36][cH:37][cH:38]1>>[c:2]1([CH:13]=[CH:12][C:11](=[O:14])[O:15][C:16]([CH3:17])([CH3:18])[CH3:19])[n:3][c:4]([C:7]([CH3:8])([CH3:9])[CH3:10])[nH:5][cH:6]1. Solvent: CC(=O)C (acetone). RXN SMILES: [NH2:1][C:2]1[CH:7]=[CH:6][C:5]([C:8]2[CH:9]([CH3:15])[CH2:10][C:11](=[O:14])[NH:12][N:13]=2)=[CH:4][CH:3]=1.[CH2:16]([O:18][CH2:19][C:20](Cl)=[O:21])[CH3:17]>CC(C)=O>[CH2:16]([O:18][CH2:19][C:20]([NH:1][C:2]1[CH:7]=[CH:6][C:5]([C:8]2[CH:9]([CH3:15])[CH2:10][C:11](=[O:14])[NH:12][N:13]=2)=[CH:4][CH:3]=1)=[O:21])[CH3:17]. Yield: 51.2%. Reported procedure: 20.3 g (0.1 mole) of 6-(p-aminophenyl)-4,5-dihydro5-methyl-3(2H)-pyridazinone were stirred with 14.7 g (0.12 mole) of ethoxyacetyl chloride and 400 ml of absolute acetone for 10 hours at room temperature. The product was filtered off under suction at 10° C., washed with cold acetone and dried at 70° C. under reduced pressure. 14.8 g (51%) of 6-[p-(ethoxyacetylamino)-phenyl]-4,5-dihydro-5-methyl-3(2H)-pyridazinone were obtained. Mp.: 195°-197° C. The product is C(C)OCC(=O)NC1=CC=C(C=C1)C=1C(CC(NN1)=O)C (6-[p-(ethoxyacetylamino)-phenyl]-4,5-dihydro-5-methyl-3(2H)-pyridazinone). The reactants are NC1=CC=C(C=C1)C=1C(CC(NN1)=O)C (6-(p-aminophenyl)-4,5-dihydro5-methyl-3(2H)-pyridazinone), C(C)OCC(=O)Cl (ethoxyacetyl chloride). Reaction SMILES: Cl[C:2]1[N:3]([CH2:19][C:20]2[CH:25]=[CH:24][C:23]([C:26]3[CH:31]=[CH:30][N:29]=[CH:28][CH:27]=3)=[CH:22][CH:21]=2)[N:4]=[C:5]2[C:10]=1[C:9](=[O:11])[N:8]([CH3:12])[C:7](=[O:13])[N:6]2[CH2:14][C:15]([CH3:18])([CH3:17])[CH3:16].C(=O)([O-])[O-].[K+].[K+].[C:38]1([OH:44])[CH:43]=[CH:42][CH:41]=[CH:40][CH:39]=1.O1CCOCC1>CN(C=O)C>[CH3:12][N:8]1[C:9](=[O:11])[C:10]2=[C:2]([O:44][C:38]3[CH:43]=[CH:42][CH:41]=[CH:40][CH:39]=3)[N:3]([CH2:19][C:20]3[CH:25]=[CH:24][C:23]([C:26]4[CH:31]=[CH:30][N:29]=[CH:28][CH:27]=4)=[CH:22][CH:21]=3)[N:4]=[C:5]2[N:6]([CH2:14][C:15]([CH3:18])([CH3:16])[CH3:17])[C:7]1=[O:13] |f:1.2.3|. The solvent is CN(C)C=O (DMF). Procedure: 3-chloro-5-methyl-7-neopentyl-2-(4-(pyridin-4-yl)benzyl)-2H-pyrazolo[3,4-d]pyrimidine-4,6(5H,7H)-dione (30 mg, 0.069 mmol), potassium carbonate (29 mg, 0.2 mmol) and phenol (20 mg, 0.20 mmol) are placed in a Biotage microwave vial, and then 0.3 mL of dioxane is added. The vial is sealed, and then heated in a Biotage microwave instrument at 150° C. for 3 h. The reaction mixture is diluted with DMF, and then filtered. The filtrate is purified with a semi-preparative HPLC to give 23 mg of pure prod... The reactants are ClC=1N(N=C2N(C(N(C(C21)=O)C)=O)CC(C)(C)C)CC2=CC=C(C=C2)C2=CC=NC=C2 (3-chloro-5-methyl-7-neopentyl-2-(4-(pyridin-4-yl)benzyl)-2H-pyrazolo[3,4-d]pyrimidine-4,6(5H,7H)-dione), O1CCOCC1 (dioxane), C([O-])([O-])=O.[K+].[K+] (potassium carbonate), C1(=CC=CC=C1)O (phenol). Product: CN1C(N(C=2C(C1=O)=C(N(N2)CC2=CC=C(C=C2)C2=CC=NC=C2)OC2=CC=CC=C2)CC(C)(C)C)=O (5-methyl-7-neopentyl-3-phenoxy-2-(4-(pyridin-4-yl)benzyl)-2H-pyrazolo[3,4-d]pyrimidine-4,6(5H,7H)-dione). Run at temperature 150 celsius. Yield: 67.3%. Reactants: CCCCBr, CCCCCC, CCOC(C)=O, [H-], [Na+], C1CCOC1, CC(C)(S)CNc1ccccc1NCC(C)(C)S. Yields the product CCCCSC(C)(C)CNc1ccccc1NCC(C)(C)S. RXN SMILES: [Br:19][CH2:20][CH2:21][CH2:22][CH3:23].[CH3:26][CH2:27][CH2:28][CH2:29][CH2:30][CH3:31].[CH3:37][CH2:38][O:39][C:40](=[O:41])[CH3:42].[H-:24].[Na+:25].[O:32]1[CH2:33][CH2:34][CH2:35][CH2:36]1.[SH:1][C:2]([CH2:3][NH:4][c:5]1[c:6]([NH:11][CH2:12][C:13]([CH3:14])([SH:15])[CH3:16])[cH:7][cH:8][cH:9][cH:10]1)([CH3:17])[CH3:18]>>[S:1]([C:2]([CH2:3][NH:4][c:5]1[c:6]([NH:11][CH2:12][C:13]([CH3:14])([SH:15])[CH3:16])[cH:7][cH:8][cH:9][cH:10]1)([CH3:17])[CH3:18])[CH2:20][CH2:21][CH2:22][CH3:23].